From a dataset of the Open Reaction Database (ORD), a public repository of structured organic reaction records. describe an organic reaction: reactants, conditions, products, and yield The reactants are O=C(Cl)CCl, Cn1c(C(F)(F)F)cc(=O)n(-c2c(F)cc3c(c2N)NC(=O)CO3)c1=O, C1COCCO1. Yields the product Cn1c(C(F)(F)F)cc(=O)n(-c2c(F)cc3c(c2NC(=O)CCl)NC(=O)CO3)c1=O. As a reaction SMILES: [Cl:27][CH2:28][C:29](=[O:30])[Cl:31].[NH2:1][c:2]1[c:3](-[n:14]2[c:15](=[O:26])[n:16]([CH3:25])[c:17]([C:21]([F:22])([F:23])[F:24])[cH:18][c:19]2=[O:20])[c:4]([F:13])[cH:5][c:6]2[c:7]1[NH:8][C:9](=[O:12])[CH2:10][O:11]2.[O:32]1[CH2:33][CH2:34][O:35][CH2:36][CH2:37]1>>[NH:1]([c:2]1[c:3](-[n:14]2[c:15](=[O:26])[n:16]([CH3:25])[c:17]([C:21]([F:22])([F:23])[F:24])[cH:18][c:19]2=[O:20])[c:4]([F:13])[cH:5][c:6]2[c:7]1[NH:8][C:9](=[O:12])[CH2:10][O:11]2)[C:29]([CH2:28][Cl:27])=[O:30]. The reactants are Cl (hydrochloric acid), P(OC)(OC)[O-] (dimethyl phosphite), C(C=CC1=CC=CC=C1)=O (cinnamaldehyde). Reaction conditions: time 30 minute. The product is O[C@H](\C=C\C1=CC=CC=C1)P(OC)(OC)=O (dimethyl (S,E)-1-hydroxy-3-phenyl-2-propenylphosphonate), final product. The yield is 85.0%. Reaction SMILES: [P:1]([O-:6])([O:4][CH3:5])[O:2][CH3:3].[CH:7](=[O:16])[CH:8]=[CH:9][C:10]1[CH:15]=[CH:14][CH:13]=[CH:12][CH:11]=1.Cl>>[OH:16][C@@H:7]([P:1](=[O:6])([O:4][CH3:5])[O:2][CH3:3])/[CH:8]=[CH:9]/[C:10]1[CH:15]=[CH:14][CH:13]=[CH:12][CH:11]=1. Reported procedure: The solution of ALB in tetrahydrofuran (0.1M, 0.40 ml) obtained in Example 1 was concentrated at room temperature for 1 hour under reduced pressure, then 0.4 ml of toluene was added thereto under an argon atmosphere. To this solution was added dimethyl phosphite (37 μl, 0.40 mmol) at room temperature. After stirring at room temperature for 30 minutes, the reaction vessel was cooled to -40° C., and it was maintained at this temperature for 15 minutes. Then, cinnamaldehyde (0.40 mmol) was added th...